From a dataset of the Open Reaction Database (ORD), a public repository of structured organic reaction records. describe an organic reaction: reactants, conditions, products, and yield The reactants are Cc1ccc(S(=O)(=O)OCC2Cc3cc(Cl)cc(-c4cccc(F)c4F)c3O2)cc1, CN, Cl. The product is CNCC1Cc2cc(Cl)cc(-c3cccc(F)c3F)c2O1. RXN SMILES: [CH3:2][c:3]1[cH:4][cH:5][c:6]([S:7]([O:8][CH2:13][CH:14]2[O:15][c:16]3[c:17]([cH:19][c:20]([Cl:31])[cH:21][c:22]3-[c:23]3[c:24]([F:30])[c:25]([F:29])[cH:26][cH:27][cH:28]3)[CH2:18]2)(=[O:9])=[O:10])[cH:11][cH:12]1.[CH3:32][NH2:33].[ClH:1]>>[CH2:13]([CH:14]1[O:15][c:16]2[c:17]([cH:19][c:20]([Cl:31])[cH:21][c:22]2-[c:23]2[c:24]([F:30])[c:25]([F:29])[cH:26][cH:27][cH:28]2)[CH2:18]1)[NH:33][CH3:32]. The reactants are BrC1=C(C=C(N)C=C1)F (4-bromo-3-fluoroaniline), ferric sulfate, OCC(O)CO (glycerol), [N+](=O)([O-])C1=CC=CC=C1 (nitrobenzene), S(O)(O)(=O)=O (sulfuric acid). Reaction conditions: time 7 hour. Product: BrC=1C=C2C=CC=NC2=CC1F (6-bromo-7-fluoro-quinoline). Yield: 42.5%. Reaction SMILES: [Br:1][C:2]1[CH:8]=[CH:7][C:5]([NH2:6])=[CH:4][C:3]=1[F:9].O[CH2:11][CH:12]([CH2:14]O)O.[N+](C1C=CC=CC=1)([O-])=O.S(=O)(=O)(O)O>>[Br:1][C:2]1[CH:8]=[C:7]2[C:5](=[CH:4][C:3]=1[F:9])[N:6]=[CH:14][CH:12]=[CH:11]2. Procedure details: A mixture of 4-bromo-3-fluoroaniline (2.85 g, 15 mmol), ferric sulfate (0.95 g, 6.25 mmol), glycerol (5.66 g, 61 mmol), nitrobenzene (0.93 mL, 9.1 mmol), and concentrated sulfuric acid (2.61 ml) was heated gently. After the first vigorous reaction, the mixture was boiled for 7 h. Nitrobenzene was then evaporated in vacuo. The aqueous solution was acidified with glacial acetic acid, and a dark brown precipitate separated, which was collected and purified by flash chromatography (silica gel, petro... Starting materials: C(C1=CC=CC=C1)OC1=CC=C(C=C1)C=CC(C(C)C)=O (1-(4-Benzyloxy-phenyl)-4-methyl-pent-1-ene-3-one), [O-]S(=O)(=O)[O-].[Ba+2] (BaSO4). Reagents/catalysts: [Pd] (Pd). Run in C1CCOC1 (THF). The product is C(C1=CC=CC=C1)OC1=CC=C(C=C1)CCC(C(C)C)=O (1-(4-Benzyloxy-phenyl)-4-methyl-pentan-3-one). As a reaction SMILES: [CH2:1]([O:8][C:9]1[CH:14]=[CH:13][C:12]([CH:15]=[CH:16][C:17](=[O:21])[CH:18]([CH3:20])[CH3:19])=[CH:11][CH:10]=1)[C:2]1[CH:7]=[CH:6][CH:5]=[CH:4][CH:3]=1.[O-]S([O-])(=O)=O.[Ba+2]>[Pd].C1COCC1>[CH2:1]([O:8][C:9]1[CH:10]=[CH:11][C:12]([CH2:15][CH2:16][C:17](=[O:21])[CH:18]([CH3:19])[CH3:20])=[CH:13][CH:14]=1)[C:2]1[CH:3]=[CH:4][CH:5]=[CH:6][CH:7]=1 |f:1.2|. Reported procedure: Hydrogenation of 50 g (190 mmol) of 1-(4-benzyloxy-phenyl)-4-methyl-pent-1-en-3-one prepared in Example B was effected as described in General Method 3 using 1.08 g 5% Pd over BaSO4 and 1000 mL of THF under hydrogen atmosphere. Reactants: COc1ccc(Nc2nccnc2-c2nc(C)nc(SC)n2)cn1, N, C1COCCO1. Product: COc1ccc(Nc2nccnc2-c2nc(C)nc(N)n2)cn1. As a reaction SMILES: [CH3:1][O:2][c:3]1[cH:4][cH:5][c:6]([NH:9][c:10]2[n:11][cH:12][cH:13][n:14][c:15]2-[c:16]2[n:17][c:18]([S:23][CH3:24])[n:19][c:20]([CH3:22])[n:21]2)[cH:7][n:8]1.[NH3:25].[O:26]1[CH2:27][CH2:28][O:29][CH2:30][CH2:31]1>>[CH3:1][O:2][c:3]1[cH:4][cH:5][c:6]([NH:9][c:10]2[n:11][cH:12][cH:13][n:14][c:15]2-[c:16]2[n:17][c:18]([NH2:25])[n:19][c:20]([CH3:22])[n:21]2)[cH:7][n:8]1. The reactants are FC1=C(C=C(C#N)C=C1)C(F)(F)F (4-fluoro-3-(trifluoromethyl)benzonitrile), BrC1=CC(=CC(=C1)C(F)(F)F)F (1-bromo-3-fluoro-5-(trifluoromethyl)benzene), C(C1=CC=CC=C1)[Mg]Cl (benzyl magnesium chloride), C1CCOC1 (THF), C[Si](C)(C)Cl (TMSCl), [Li]CCCC (n-BuLi). The solvent is CCOCC (Et2O), CCOCC (ether). Reaction conditions: temperature -78 celsius, time 30 minute. The product is FC1=C(C=C(C=C1)C(CC1=CC=CC=C1)(N)C1=CC(=CC(=C1)C(F)(F)F)F)C(F)(F)F (1-(4-fluoro-3-(trifluoromethyl)phenyl)-1-(3-fluoro-5-(trifluoromethyl)phenyl)-2-phenylethanamine). The yield is 44.0%. Reaction SMILES: Br[C:2]1[CH:7]=[C:6]([C:8]([F:11])([F:10])[F:9])[CH:5]=[C:4]([F:12])[CH:3]=1.[Li]CCCC.[F:18][C:19]1[CH:26]=[CH:25][C:22]([C:23]#[N:24])=[CH:21][C:20]=1[C:27]([F:30])([F:29])[F:28].C[Si](Cl)(C)C.[CH2:36]([Mg]Cl)[C:37]1[CH:42]=[CH:41][CH:40]=[CH:39][CH:38]=1.C1COCC1>CCOCC>[F:18][C:19]1[CH:26]=[CH:25][C:22]([C:23]([C:2]2[CH:7]=[C:6]([C:8]([F:11])([F:10])[F:9])[CH:5]=[C:4]([F:12])[CH:3]=2)([NH2:24])[CH2:36][C:37]2[CH:42]=[CH:41][CH:40]=[CH:39][CH:38]=2)=[CH:21][C:20]=1[C:27]([F:28])([F:29])[F:30]. Reported procedure: An ether solution (40 mL) of 1-bromo-3-fluoro-5-(trifluoromethyl)benzene (2.0 g, 8.23 mmol) was stirred in an oven-dried round bottom flask at −78° C. under Ar. n-BuLi (2.5 M in hexanes, 3.6 ml, 9.05 mmol, 1.1 eq) was added dropwise. The resulting solution was stirred at −78° C. for 30 min. A solution of 4-fluoro-3-(trifluoromethyl)benzonitrile (1.55 g, 8.23 mmol, 1.0 eq) in Et2O (5 mL) was added dropwise. The resulting reddish mixture was stirred at −78° C. for 2 h. TMSCl (pretreated with Et3N ... Reactants: COc1ccc(CNc2ncnc3c2ccn3C2CC(CN(C)C3CC(CCC(=O)O)C3)C3OC(C)(C)OC32)c(OC)c1, CN(C)C=O, CCN(C(C)C)C(C)C, Nc1ccc(OC(F)(F)F)cc1N. Yields the product COc1ccc(CNc2ncnc3c2ccn3C2CC(CN(C)C3CC(CCC(=O)Nc4ccc(OC(F)(F)F)cc4N)C3)C3OC(C)(C)OC32)c(OC)c1. As a reaction SMILES: [CH3:1][O:2][c:3]1[c:4]([CH2:5][NH:6][c:7]2[c:8]3[c:9]([n:10][cH:11][n:12]2)[n:13]([CH:16]2[CH2:17][CH:18]([CH2:26][N:27]([CH:28]4[CH2:29][CH:30]([CH2:32][CH2:33][C:34](=[O:35])[OH:36])[CH2:31]4)[CH3:37])[CH:19]4[CH:20]2[O:21][C:22]([CH3:24])([CH3:25])[O:23]4)[cH:14][cH:15]3)[cH:38][cH:39][c:40]([O:42][CH3:43])[cH:41]1.[CH3:66][N:67]([CH3:68])[CH:69]=[O:70].[CH:44]([N:45]([CH2:46][CH3:47])[CH:48]([CH3:49])[CH3:50])([CH3:51])[CH3:52].[F:53][C:54]([O:55][c:56]1[cH:57][c:58]([NH2:63])[c:59]([NH2:62])[cH:60][cH:61]1)([F:64])[F:65]>>[CH3:1][O:2][c:3]1[c:4]([CH2:5][NH:6][c:7]2[c:8]3[c:9]([n:10][cH:11][n:12]2)[n:13]([CH:16]2[CH2:17][CH:18]([CH2:26][N:27]([CH:28]4[CH2:29][CH:30]([CH2:32][CH2:33][C:34](=[O:36])[NH:62][c:59]5[c:58]([NH2:63])[cH:57][c:56]([O:55][C:54]([F:53])([F:64])[F:65])[cH:61][cH:60]5)[CH2:31]4)[CH3:37])[CH:19]4[CH:20]2[O:21][C:22]([CH3:24])([CH3:25])[O:23]4)[cH:14][cH:15]3)[cH:38][cH:39][c:40]([O:42][CH3:43])[cH:41]1. Reported procedure: prepared by reaction of 3-chloro-3-(3-fluoro-5-trifluoromethyl-phenyl)-2-oxo-propionic acid methyl ester with thioacetamide. LC-MS: tR=1.03 min; [M+H]+=319.8. The reactants are COC(C(C(C1=CC(=CC(=C1)C(F)(F)F)F)Cl)=O)=O (3-chloro-3-(3-fluoro-5-trifluoromethyl-phenyl)-2-oxo-propionic acid methyl ester), C(C)(=S)N (thioacetamide). Product: COC(=O)C=1N=C(SC1C1=CC(=CC(=C1)C(F)(F)F)F)C (5-(3-Fluoro-5-trifluoromethyl-phenyl)-2-methyl-thiazole-4-carboxylic Acid Methyl Ester). RXN SMILES: [CH3:1][O:2][C:3](=[O:19])[C:4](=O)[CH:5](Cl)[C:6]1[CH:11]=[C:10]([C:12]([F:15])([F:14])[F:13])[CH:9]=[C:8]([F:16])[CH:7]=1.[C:20]([NH2:23])(=[S:22])[CH3:21]>>[CH3:1][O:2][C:3]([C:4]1[N:23]=[C:20]([CH3:21])[S:22][C:5]=1[C:6]1[CH:11]=[C:10]([C:12]([F:15])([F:14])[F:13])[CH:9]=[C:8]([F:16])[CH:7]=1)=[O:19].